This data is from the Open Reaction Database (ORD), a public repository of structured organic reaction records. The task is: describe an organic reaction: reactants, conditions, products, and yield Starting materials: Cl (hydrochloric acid), C(=O)N(CCCCC)C1=CC=CC(=N1)CO\N=C(\C1=CC=CC=C1)/C1=NN=NN1C ((Z)-(1-methyl-1H-tetrazol-5-yl) phenylmethanone-O-(6-(N-formyl-N-n-pentylamino)pyridin-2-ylmethyl) oxime), C([O-])([O-])=O.[Na+].[Na+] (sodium carbonate). Run in C(C)(=O)OCC (ethyl acetate). Reaction conditions: time 5 hour. Product: C(CCCC)NC1=CC=CC(=N1)CO\N=C(\C1=CC=CC=C1)/C1=NN=NN1C ((Z)-(6-n-pentylaminopyridin-2-yl)methoxyimino-(1-methyl-1H-tetrazol-5-yl)phenylmethane). Reaction SMILES: Cl.C([N:4]([C:10]1[N:15]=[C:14]([CH2:16][O:17]/[N:18]=[C:19](\[C:26]2[N:30]([CH3:31])[N:29]=[N:28][N:27]=2)/[C:20]2[CH:25]=[CH:24][CH:23]=[CH:22][CH:21]=2)[CH:13]=[CH:12][CH:11]=1)[CH2:5][CH2:6][CH2:7][CH2:8][CH3:9])=O.C(=O)([O-])[O-].[Na+].[Na+]>C(OCC)(=O)C>[CH2:5]([NH:4][C:10]1[N:15]=[C:14]([CH2:16][O:17]/[N:18]=[C:19](\[C:26]2[N:30]([CH3:31])[N:29]=[N:28][N:27]=2)/[C:20]2[CH:25]=[CH:24][CH:23]=[CH:22][CH:21]=2)[CH:13]=[CH:12][CH:11]=1)[CH2:6][CH2:7][CH2:8][CH3:9] |f:2.3.4|. Reported procedure: 0.5 ml of 3 M hydrochloric acid were added to 5 ml of an ethyl acetate solution of the (Z)-(1-methyl-1H-tetrazol-5-yl) phenylmethanone-O-(6-(N-formyl-N-n-pentylamino)pyridin-2-ylmethyl) oxime obtained in Example 1 followed by stirring for 5 hours at room temperature. The pH of the reaction liquid was adjusted to pH 7 by adding aqueous sodium carbonate solution thereto. After extracting with ethyl acetate, the product was washed with water and dried with anhydrous magnesium sulfate followed by di... The reactants are C1(=CC=CC=C1)[Li] (phenyllithium), benzene-ether, CC1=C(N=C(C(=N1)C)C)C (tetramethylpyrazine), C1(=CC=CC=C1)[Li] (phenyllithium), C(C1=CC=CC=C1)=O (benzaldehyde), O (Water). The solvent is CCOCC (ether), CCOCC (ether), CCOCC (ether). Reaction conditions: temperature 0 celsius, time 2 hour. Yields the product OC(CC1=NC(=C(N=C1C)C)C)C1=CC=CC=C1 (2-(2-Hydroxy-2-phenylethyl)-3,5,6-trimethylpyrazine). As a reaction SMILES: C1([Li])C=CC=CC=1.[CH3:8][C:9]1[N:14]=[C:13]([CH3:15])[C:12]([CH3:16])=[N:11][C:10]=1[CH3:17].[CH:18](=[O:25])[C:19]1[CH:24]=[CH:23][CH:22]=[CH:21][CH:20]=1.O>CCOCC>[OH:25][CH:18]([C:19]1[CH:24]=[CH:23][CH:22]=[CH:21][CH:20]=1)[CH2:17][C:10]1[C:9]([CH3:8])=[N:14][C:13]([CH3:15])=[C:12]([CH3:16])[N:11]=1. Reported procedure: A solution of phenyllithium in benzene-ether (90 milliliters, 0.095 mole) was diluted with 100 milliliters anhydrous ether and cooled to 0° C. A solution of 13.6 grams tetramethylpyrazine (0.1 mole) in 50 milliliters ether was added slowly to the phenyllithium solution. The reaction mixture was stirred at room temperature for 2 hours and heated under reflux for 1 hour. The mixture was allowed to cool to room temperature and a solution of 10 grams of freshly distilled benzaldehyde (0.1 mole) in 5...